This data is from the Open Reaction Database (ORD), a public repository of structured organic reaction records. The task is: describe an organic reaction: reactants, conditions, products, and yield Starting materials: IC1=NN(C=C1)C (3-iodo-1-methyl-1H-pyrazole), C(CCC)[Sn](C(C(=O)OCC1=CC=CC=C1)=C)(CCCC)CCCC (Benzyl 2-(tributylstannyl)acrylate). Reagents/catalysts: C=1C=CC(=CC1)[P](C=2C=CC=CC2)(C=3C=CC=CC3)[Pd]([P](C=4C=CC=CC4)(C=5C=CC=CC5)C=6C=CC=CC6)([P](C=7C=CC=CC7)(C=8C=CC=CC8)C=9C=CC=CC9)[P](C=1C=CC=CC1)(C=1C=CC=CC1)C=1C=CC=CC1 (tetrakis(triphenylphosphine)palladium(0)), [Cu]Cl (copper (I) chloride). Run in C1CCOC1 (THF), C1CCOC1 (THF). Conditions: temperature 55 celsius. Product: CN1N=C(C=C1)C(C(=O)OCC1=CC=CC=C1)=C (Benzyl 2-(1-methyl-1H-pyrazol-3-yl)acrylate). Yield: 67.8%. Reaction SMILES: I[C:2]1[CH:6]=[CH:5][N:4]([CH3:7])[N:3]=1.C([Sn](CCCC)(CCCC)[C:13](=[CH2:24])[C:14]([O:16][CH2:17][C:18]1[CH:23]=[CH:22][CH:21]=[CH:20][CH:19]=1)=[O:15])CCC>C1COCC1.C1C=CC([P]([Pd]([P](C2C=CC=CC=2)(C2C=CC=CC=2)C2C=CC=CC=2)([P](C2C=CC=CC=2)(C2C=CC=CC=2)C2C=CC=CC=2)[P](C2C=CC=CC=2)(C2C=CC=CC=2)C2C=CC=CC=2)(C2C=CC=CC=2)C2C=CC=CC=2)=CC=1.[Cu]Cl>[CH3:7][N:4]1[CH:5]=[CH:6][C:2]([C:13](=[CH2:24])[C:14]([O:16][CH2:17][C:18]2[CH:23]=[CH:22][CH:21]=[CH:20][CH:19]=2)=[O:15])=[N:3]1 |^1:41,43,62,81|. Procedure: To a solution of 0.30 g (1.4 mmol) of 3-iodo-1-methyl-1H-pyrazole in 3 mL of anhydrous THF was added a solution of 0.82 g (1.8 mmol) of benzyl 2-(tributylstannyl)acrylate from step B above in 1 mL of anhydrous THF, 0.18 g (0.15 mmol) of tetrakis(triphenylphosphine)palladium(0) and 0.14 g (1.4 mmol) of copper (I) chloride. The reaction mixture was heated to 55° C. for 12 h, cooled and evaporated to dryness under reduced pressure. The residue was dissolved in 10 mL of a 1:1 mixture of hexane and E... Reactants: NCC(F)(F)C(F)(F)F, COCCN1C(=O)C(NC(=O)C(C)(O)C(=O)O)c2ccccc2-c2ccccc21. Yields the product COCCN1C(=O)C(NC(=O)C(C)(O)C(=O)NCC(F)(F)C(F)(F)F)c2ccccc2-c2ccccc21. Reaction SMILES: [F:30][C:31]([CH2:32][NH2:33])([C:34]([F:35])([F:36])[F:37])[F:38].[OH:1][C:2]([C:3](=[O:4])[OH:5])([C:6](=[O:7])[NH:8][CH:9]1[c:10]2[c:11]([cH:25][cH:26][cH:27][cH:28]2)-[c:12]2[c:13]([cH:21][cH:22][cH:23][cH:24]2)[N:14]([CH2:17][CH2:18][O:19][CH3:20])[C:15]1=[O:16])[CH3:29]>>[OH:1][C:2]([C:3](=[O:5])[NH:33][CH2:32][C:31]([F:30])([C:34]([F:35])([F:36])[F:37])[F:38])([C:6](=[O:7])[NH:8][CH:9]1[c:10]2[c:11]([cH:25][cH:26][cH:27][cH:28]2)-[c:12]2[c:13]([cH:21][cH:22][cH:23][cH:24]2)[N:14]([CH2:17][CH2:18][O:19][CH3:20])[C:15]1=[O:16])[CH3:29]. Starting materials: BrC=1C=CC(=C(C#N)C1)C(=O)N1CCN(CC1)C1=NC=C(C=C1C1CC1)C1CC1 (5-bromo-2-[4-(3,5-dicyclopropylpyridin-2-yl)piperazine-1-carbonyl]benzonitrile), N1C(CCC1)=O (pyrrolidin-2-one). The product is C1(CC1)C=1C(=NC=C(C1)C1CC1)N1CCN(CC1)C(=O)C1=C(C#N)C=C(C=C1)N1C(CCC1)=O (2-[4-(3,5-dicyclopropylpyridin-2-yl)piperazine-1-carbonyl]-5-(2-oxopyrrolidin-1-yl)benzonitrile). RXN SMILES: Br[C:2]1[CH:3]=[CH:4][C:5]([C:10]([N:12]2[CH2:17][CH2:16][N:15]([C:18]3[C:23]([CH:24]4[CH2:26][CH2:25]4)=[CH:22][C:21]([CH:27]4[CH2:29][CH2:28]4)=[CH:20][N:19]=3)[CH2:14][CH2:13]2)=[O:11])=[C:6]([CH:9]=1)[C:7]#[N:8].[NH:30]1[CH2:34][CH2:33][CH2:32][C:31]1=[O:35]>>[CH:24]1([C:23]2[C:18]([N:15]3[CH2:16][CH2:17][N:12]([C:10]([C:5]4[CH:4]=[CH:3][C:2]([N:30]5[CH2:34][CH2:33][CH2:32][C:31]5=[O:35])=[CH:9][C:6]=4[C:7]#[N:8])=[O:11])[CH2:13][CH2:14]3)=[N:19][CH:20]=[C:21]([CH:27]3[CH2:29][CH2:28]3)[CH:22]=2)[CH2:26][CH2:25]1. Reported procedure: Using 5-bromo-2-[4-(3,5-dicyclopropylpyridin-2-yl)piperazine-1-carbonyl]benzonitrile (451 mg) described in Preparation Example 245 and pyrrolidin-2-one (115 μL) and by the reaction and treatment in the same manner as in Example 262, the title compound (440 mg) was obtained.